This data is from the Open Reaction Database (ORD), a public repository of structured organic reaction records. The task is: describe an organic reaction: reactants, conditions, products, and yield Run in CO (methanol). Starting materials: C(C1=CC=CC=C1)OC(=O)N[C@@H](C)C(=O)N1[C@@H](CC2CCCCC12)C(=O)OCC (1-[N-benzyloxycarbonyl-(S)-alanyl]octahydroindole-2(S)-carboxylic acid, ethyl ester), [OH-].[Na+] (sodium hydroxide). Product: C(C1=CC=CC=C1)OC(=O)N[C@@H](C)C(=O)N1[C@@H](CC2CCCCC12)C(=O)O (1- [N-benzyloxycarbonyl-(S)-alanyl ]octahydroindole-2(S)-carboxylic acid). RXN SMILES: [CH2:1]([O:8][C:9]([NH:11][C@H:12]([C:14]([N:16]1[CH:24]2[CH:19]([CH2:20][CH2:21][CH2:22][CH2:23]2)[CH2:18][C@H:17]1[C:25]([O:27]CC)=[O:26])=[O:15])[CH3:13])=[O:10])[C:2]1[CH:7]=[CH:6][CH:5]=[CH:4][CH:3]=1.[OH-].[Na+]>CO>[CH2:1]([O:8][C:9]([NH:11][C@H:12]([C:14]([N:16]1[CH:24]2[CH:19]([CH2:20][CH2:21][CH2:22][CH2:23]2)[CH2:18][C@H:17]1[C:25]([OH:27])=[O:26])=[O:15])[CH3:13])=[O:10])[C:2]1[CH:7]=[CH:6][CH:5]=[CH:4][CH:3]=1 |f:1.2|. Procedure: To a solution of 3.22 g of 1-[N-benzyloxycarbonyl-(S)-alanyl]octahydroindole-2(S)-carboxylic acid, ethyl ester in 150 ml of methanol, add 20 ml of 2.5N sodium hydroxide and stir the mixture at room temperature for 18 hours. Concentrate the mixture under nitrogen, dilute the residue with ice-water and then make the mixture acidic with concentrated hydrochloric acid. Extract the aqueous solution with ethyl acetate and dry the organic phase over magnesium sulfate. Concentrate the organic phase and ... Conditions: time 18 hour. The reactants are Cl.Cl.ClC=1C=C(C=CC1Cl)NC(=O)N1CCN(CC1)C[C@H]1CNCCC1 (N-(3,4-dichlorophenyl)-1-[(3R)-piperidin-3-ylmethyl]piperazine-4-carboxamide dihydrochloride), C(C1=CC=CC=C1)=O (benzaldehyde), C(C)(=O)O[BH-](OC(C)=O)OC(C)=O.[Na+] (sodium triacetoxyborohydride), C(C)(C)N(C(C)C)CC (N,N-di-iso-propylethylamine). Solvent: ClCCl (dichloromethane). Reaction conditions: time 4 hour. Yields the product C(C1=CC=CC=C1)N1C[C@@H](CCC1)CN1CCN(CC1)C(=O)NC1=CC(=C(C=C1)Cl)Cl (1-{[(3R)-1-Benzylpiperidin-3-yl]methyl}-N-(3,4-dichlorophenyl)piperazine-4-carboxamide). Isolated yield 66.0%. As a reaction SMILES: Cl.Cl.[Cl:3][C:4]1[CH:5]=[C:6]([NH:11][C:12]([N:14]2[CH2:19][CH2:18][N:17]([CH2:20][C@@H:21]3[CH2:26][CH2:25][CH2:24][NH:23][CH2:22]3)[CH2:16][CH2:15]2)=[O:13])[CH:7]=[CH:8][C:9]=1[Cl:10].C(N(CC)C(C)C)(C)C.[CH:36](=O)[C:37]1[CH:42]=[CH:41][CH:40]=[CH:39][CH:38]=1.C(O[BH-](OC(=O)C)OC(=O)C)(=O)C.[Na+]>ClCCl>[CH2:36]([N:23]1[CH2:24][CH2:25][CH2:26][C@@H:21]([CH2:20][N:17]2[CH2:18][CH2:19][N:14]([C:12]([NH:11][C:6]3[CH:7]=[CH:8][C:9]([Cl:10])=[C:4]([Cl:3])[CH:5]=3)=[O:13])[CH2:15][CH2:16]2)[CH2:22]1)[C:37]1[CH:42]=[CH:41][CH:40]=[CH:39][CH:38]=1 |f:0.1.2,5.6|. Procedure: To a mixture of N-(3,4-dichlorophenyl)-1-[(3R)-piperidin-3-ylmethyl]piperazine-4-carboxamide dihydrochloride (800 mg) in dichloromethane (25 mL) was added N,N-di-iso-propylethylamine (0.94 mL) under argon. The mixture was stirred at room temperature for 5 minutes before benzaldehyde (0.22 mL) and sodium triacetoxyborohydride (573 mg) were added. The reaction mixture was stirred at room temperature under argon for 4 hours. The reaction was quenched with water and then partitioned between dichloro... Reactants: BrC1=CC(=C(C(=O)O)C=C1)CCC1=CC(=CC=C1)Br (4-Bromo-2-[2-[3-bromophenyl]ethyl]benzoic acid), polyphosphoric acid. The solvent is S1(=O)(=O)CCCC1 (sulpholane). Reaction conditions: temperature 200 celsius. Product: BrC1=CC2=C(C(C3=C(CC2)C=C(C=C3)Br)=O)C=C1 (2,8-Dibromo-10,11-dihydro-5H-dibenzo[a,d]cyclohepten-5-one). RXN SMILES: [Br:1][C:2]1[CH:10]=[CH:9][C:5]([C:6](O)=[O:7])=[C:4]([CH2:11][CH2:12][C:13]2[CH:18]=[CH:17][CH:16]=[C:15]([Br:19])[CH:14]=2)[CH:3]=1>S1(CCCC1)(=O)=O>[Br:19][C:15]1[CH:16]=[CH:17][C:18]2[C:6](=[O:7])[C:5]3[CH:9]=[CH:10][C:2]([Br:1])=[CH:3][C:4]=3[CH2:11][CH2:12][C:13]=2[CH:14]=1. Reported procedure: A mixture of the product of step (iv) (6.1 g), polyphosphoric acid (30 ml) and sulpholane (20 ml) was heated at 200° C. for 30 minutes. The cooled mixture was partitioned between ethyl acetate and ice/water. The organic phase was dried (MgSO4) and evaporated under reduced pressure. Purification was by chromatography eluting with 50% toluene in isohexane. Yield 2.71 g. Reactants: C1(=CC=CC=C1)S(=O)(=O)CC1=CC=C(C(=C1C(=O)OCC)OCCNC(=O)OC(C)(C)C)C1=COC=C1 (ethyl 6-(benzenesulphonylmethyl)-2-[2-(t-butoxycarbonyl)aminoethoxy]-3-(furan-3-yl)benzoate), BrCC#N (bromoacetonitrile), C(C)N(C\C=C/C1=C(C=CC(=C1)F)S(=O)(=O)CC1=CC=C(C(=C1C(=O)OC(C)(C)C)O)C1=COC=C1)CC ((Z)-tert-butyl 6-((2-(3-(diethylamino)prop-1-enyl)-4-fluorobenzenesulfonyl)methyl)-3-(furan-3-yl)-2-hydroxybenzoate), C(C)N(C\C=C/C1=C(C=CC(=C1)F)S(=O)(=O)CC1=CC=C(C(=C1C(=O)OC(C)(C)C)O)C1=COC=C1)CC ((Z)-tert-butyl 6-((2-(3-(diethylamino)prop-1-enyl)-4-fluorobenzenesulfonyl)methyl)-3-(furan-3-yl)-2-hydroxybenzoate). Yields the product C(#N)COC1=C(C(=O)OC(C)(C)C)C(=CC=C1C1=COC=C1)CS(=O)(=O)C1=C(C=C(C=C1)F)\C=C/CN(CC)CC ((Z)-tert-Butyl 2-(cyanomethoxy)-6-((2-(3-(diethylamino)prop-1-enyl)-4-fluorobenzenesulfonyl)methyl)-3-(furan-3-yl)benzoate). As a reaction SMILES: C1(S(CC2C(C(OCC)=O)=C(O[CH2:23][CH2:24][NH:25]C(OC(C)(C)C)=O)C(C3C=COC=3)=CC=2)(=O)=O)C=CC=CC=1.[CH2:38]([N:40]([CH2:74][CH3:75])[CH2:41]/[CH:42]=[CH:43]\[C:44]1[CH:49]=[C:48]([F:50])[CH:47]=[CH:46][C:45]=1[S:51]([CH2:54][C:55]1[C:60]([C:61]([O:63][C:64]([CH3:67])([CH3:66])[CH3:65])=[O:62])=[C:59]([OH:68])[C:58]([C:69]2[CH:73]=[CH:72][O:71][CH:70]=2)=[CH:57][CH:56]=1)(=[O:53])=[O:52])[CH3:39].BrCC#N>>[C:24]([CH2:23][O:68][C:59]1[C:58]([C:69]2[CH:73]=[CH:72][O:71][CH:70]=2)=[CH:57][CH:56]=[C:55]([CH2:54][S:51]([C:45]2[CH:46]=[CH:47][C:48]([F:50])=[CH:49][C:44]=2/[CH:43]=[CH:42]\[CH2:41][N:40]([CH2:38][CH3:39])[CH2:74][CH3:75])(=[O:52])=[O:53])[C:60]=1[C:61]([O:63][C:64]([CH3:66])([CH3:67])[CH3:65])=[O:62])#[N:25]. Procedure: Prepared by proceeding in a similar manner to Intermediate 10, starting from (Z)-tert-butyl 6-((2-(3-(diethylamino)prop-1-enyl)-4-fluorobenzenesulfonyl)methyl)-3-(furan-3-yl)-2-hydroxybenzoate (Intermediate 194) and bromoacetonitrile. Reactants: O=C([O-])[O-], CN(C)C=O, N#CCCl, [K+], [K+], CCOC(=O)C(=NO)c1csc(N)n1. Reaction SMILES: [C:15](=[O:16])([O-:17])[O-:18].[CH3:25][N:26]([CH3:27])[CH:28]=[O:29].[Cl:21][CH2:22][C:23]#[N:24].[K+:19].[K+:20].[NH2:1][c:2]1[s:3][cH:4][c:5]([C:7]([C:8](=[O:9])[O:10][CH2:11][CH3:12])=[N:13][OH:14])[n:6]1>>[NH2:1][c:2]1[s:3][cH:4][c:5]([C:7]([C:8](=[O:9])[O:10][CH2:11][CH3:12])=[N:13][O:14][CH2:22][C:23]#[N:24])[n:6]1. The product is CCOC(=O)C(=NOCC#N)c1csc(N)n1.